Dataset: the Open Reaction Database (ORD), a public repository of structured organic reaction records. Task: describe an organic reaction: reactants, conditions, products, and yield Reactants: O=[N+]([O-])c1ccc(Cl)c(Br)c1, O=C([O-])[O-], CCOC(=O)c1ccc(B(O)O)cc1, COCCOC, [Cs+], [Cs+]. Product: CCOC(=O)c1ccc(-c2cc([N+](=O)[O-])ccc2Cl)cc1. RXN SMILES: [Br:1][c:2]1[c:3]([Cl:11])[cH:4][cH:5][c:6]([N+:8](=[O:9])[O-:10])[cH:7]1.[C:26](=[O:27])([O-:28])[O-:29].[CH2:12]([CH3:13])[O:14][C:15](=[O:16])[c:17]1[cH:18][cH:19][c:20]([B:23]([OH:24])[OH:25])[cH:21][cH:22]1.[CH3:32][O:33][CH2:34][CH2:35][O:36][CH3:37].[Cs+:30].[Cs+:31]>>[c:2]1(-[c:20]2[cH:19][cH:18][c:17]([C:15]([O:14][CH2:12][CH3:13])=[O:16])[cH:22][cH:21]2)[c:3]([Cl:11])[cH:4][cH:5][c:6]([N+:8](=[O:9])[O-:10])[cH:7]1. The reactants are CC(C)(C)OC(=O)NC1CCCc2cc(C=CC#N)ccc21, ClCCl, O=C(O)C(F)(F)F. Yields the product N#CC=Cc1ccc2c(c1)CCCC2N. RXN SMILES: [C:1]([O:2][C:3](=[O:4])[NH:7][CH:8]1[CH2:9][CH2:10][CH2:11][c:12]2[cH:13][c:14]([CH:18]=[CH:19][C:20]#[N:21])[cH:15][cH:16][c:17]21)([CH3:5])([CH3:6])[CH3:22].[Cl:30][CH2:31][Cl:32].[F:23][C:24]([F:25])([F:26])[C:27]([OH:28])=[O:29]>>[NH2:7][CH:8]1[CH2:9][CH2:10][CH2:11][c:12]2[cH:13][c:14]([CH:18]=[CH:19][C:20]#[N:21])[cH:15][cH:16][c:17]21. Starting materials: Cl (HCl), ClC=1N=C(C2=C(N1)C(=C(S2)CN2CCN(CC2)C(=O)OC(C)(C)C)C)N2CCOCC2 (Tert-butyl 4-((2-chloro-7-methyl-4-morpholinothieno[3,2-d]pyrimidin-6-yl)methyl)piperazine-1-carboxylate), 6-cyanopyridin-3-yl-3-boronic ester, CC1=C(SC2=C1N=C(N=C2N2CCOCC2)C=2C=CC(=NC2)C#N)CN2CCNCC2 (5-(7-methyl-4-morpholino-6-((piperazin-1-yl)methyl)thieno[3,2-d]pyrimidin-2-yl)pyridine-2-carbonitrile), crude intermediate, C([C@@H](O)C)(=O)O (L-Lactic acid). The product is O[C@H](C(=O)N1CCN(CC1)CC1=C(C=2N=C(N=C(C2S1)N1CCOCC1)C=1C=CC(=NC1)C#N)C)C ((S)-5-(6-((4-(2-hydroxypropanoyl)piperazin-1-yl)methyl)-7-methyl-4-morpholinothieno[3,2-d]pyrimidin-2-yl)picolinonitrile). As a reaction SMILES: ClC1N=C(N2CCOCC2)C2SC(CN3CCN(C(OC(C)(C)C)=O)CC3)=C(C)C=2N=1.Cl.[CH3:33][C:34]1[C:38]2[N:39]=[C:40]([C:49]3[CH:50]=[CH:51][C:52]([C:55]#[N:56])=[N:53][CH:54]=3)[N:41]=[C:42]([N:43]3[CH2:48][CH2:47][O:46][CH2:45][CH2:44]3)[C:37]=2[S:36][C:35]=1[CH2:57][N:58]1[CH2:63][CH2:62][NH:61][CH2:60][CH2:59]1.[C:64](O)(=[O:68])[C@H:65]([CH3:67])[OH:66]>>[OH:66][C@@H:65]([CH3:67])[C:64]([N:61]1[CH2:60][CH2:59][N:58]([CH2:57][C:35]2[S:36][C:37]3[C:42]([N:43]4[CH2:48][CH2:47][O:46][CH2:45][CH2:44]4)=[N:41][C:40]([C:49]4[CH:50]=[CH:51][C:52]([C:55]#[N:56])=[N:53][CH:54]=4)=[N:39][C:38]=3[C:34]=2[CH3:33])[CH2:63][CH2:62]1)=[O:68]. Procedure details: Tert-butyl 4-((2-chloro-7-methyl-4-morpholinothieno[3,2-d]pyrimidin-6-yl)methyl)piperazine-1-carboxylate (75 mg) was reacted with 6-cyanopyridin-3-yl-3-boronic ester via General Procedure A. This crude intermediate was subjected to General Procedure D in which the crude HCl salt of 5-(7-methyl-4-morpholino-6-((piperazin-1-yl)methyl)thieno[3,2-d]pyrimidin-2-yl)pyridine-2-carbonitrile was reacted with L-Lactic acid via General Procedure B to give 8.6 mg of 405 after reverse phase HPLC purification... Reactants: CCOC(=O)C(Br)c1ccccc1, O=C([O-])[O-], CN(C)C=O, COc1cc(Cn2c3ccccc3c3c(O)cccc32)ccc1OCc1nc(-c2ccccc2)oc1C, CCO, [K+], [K+], O. Product: CCOC(=O)C(Oc1cccc2c1c1ccccc1n2Cc1ccc(OCc2nc(-c3ccccc3)oc2C)c(OC)c1)c1ccccc1. Reaction SMILES: [Br:1][CH:2]([C:3](=[O:4])[O:5][CH2:6][CH3:7])[c:8]1[cH:9][cH:10][cH:11][cH:12][cH:13]1.[C:14](=[O:15])([O-:16])[O-:17].[CH3:20][N:21]([CH3:22])[CH:23]=[O:24].[CH3:25][c:26]1[c:27]([CH2:37][O:38][c:39]2[c:40]([O:60][CH3:61])[cH:41][c:42]([CH2:43][n:44]3[c:45]4[cH:46][cH:47][cH:48][cH:49][c:50]4[c:51]4[c:52]([OH:57])[cH:53][cH:54][cH:55][c:56]34)[cH:58][cH:59]2)[n:28][c:29](-[c:31]2[cH:32][cH:33][cH:34][cH:35][cH:36]2)[o:30]1.[CH3:62][CH2:63][OH:64].[K+:18].[K+:19].[OH2:65]>>[CH:2]([C:3](=[O:4])[O:5][CH2:6][CH3:7])([c:8]1[cH:9][cH:10][cH:11][cH:12][cH:13]1)[O:57][c:52]1[c:51]2[c:50]3[c:45]([n:44]([CH2:43][c:42]4[cH:41][c:40]([O:60][CH3:61])[c:39]([O:38][CH2:37][c:27]5[c:26]([CH3:25])[o:30][c:29](-[c:31]6[cH:32][cH:33][cH:34][cH:35][cH:36]6)[n:28]5)[cH:59][cH:58]4)[c:56]2[cH:55][cH:54][cH:53]1)[cH:46][cH:47][cH:48][cH:49]3.